This data is from the Open Reaction Database (ORD), a public repository of structured organic reaction records. The task is: describe an organic reaction: reactants, conditions, products, and yield Starting materials: Oc1ccc(Cc2ccccc2)cc1, CCO, ClC(Cl)Cl, Cl, [Na+], [OH-], O. Product: O=Cc1cc(Cc2ccccc2)ccc1O. As a reaction SMILES: [CH2:3]([c:4]1[cH:5][cH:6][cH:7][cH:8][cH:9]1)[c:10]1[cH:11][cH:12][c:13]([OH:16])[cH:14][cH:15]1.[CH3:22][CH2:23][OH:24].[CH:17]([Cl:18])([Cl:19])[Cl:20].[ClH:21].[Na+:2].[OH-:1].[OH2:25]>>[O:1]=[CH:17][c:12]1[cH:11][c:10]([CH2:3][c:4]2[cH:5][cH:6][cH:7][cH:8][cH:9]2)[cH:15][cH:14][c:13]1[OH:16]. Reactants: BrC=1C=C(C=CC1Cl)C1=C(C=NO1)CCC(=O)OC (methyl 3-[5-(3-bromo-4-chlorophenyl)-4-isoxazolyl]propionate), [H-].C(C(C)C)[Al+]CC(C)C (diisobutylaluminum hydride), Cl (hydrochloric acid). The solvent is O1CCCC1 (tetrahydrofuran). Reaction conditions: time 1 hour. The product is BrC=1C=C(C=CC1Cl)C1=C(C=NO1)CCCO (3-[5-(3-bromo-4-chlorophenyl)-4-isoxazolyl]propan-1-ol). The yield is 92.5%. RXN SMILES: [Br:1][C:2]1[CH:3]=[C:4]([C:9]2[O:13][N:12]=[CH:11][C:10]=2[CH2:14][CH2:15][C:16](OC)=[O:17])[CH:5]=[CH:6][C:7]=1[Cl:8].[H-].C([Al+]CC(C)C)C(C)C.Cl>O1CCCC1>[Br:1][C:2]1[CH:3]=[C:4]([C:9]2[O:13][N:12]=[CH:11][C:10]=2[CH2:14][CH2:15][CH2:16][OH:17])[CH:5]=[CH:6][C:7]=1[Cl:8] |f:1.2|. Procedure: To a solution of methyl 3-[5-(3-bromo-4-chlorophenyl)-4-isoxazolyl]propionate (1.00 g) in tetrahydrofuran (30 ml) was gently added diisobutylaluminum hydride (1.0 M hexane solution, 6.5 ml) at 0° C., and the mixture was stirred at room temperature for 1 hr. The reaction mixture was poured into dilute hydrochloric acid, and the mixture was extracted with ethyl acetate. The ethyl acetate layer was washed with saturated brine, dried (MgSO4) and concentrated. The residue was subjected to silica gel ... Starting materials: ClC=1C=C(C=CC1Cl)CN1N=NC(=C1C)C(=O)NC=1C=C(C(=O)OC)C=C(C1)C(=O)NC (methyl 3-[({1-[(3,4-dichlorophenyl)methyl]-5-methyl-1H-1,2,3-triazol-4-yl}carbonyl)amino]-5-[(methylamino)carbonyl]benzoate), ClC=1C=C(C=CC1Cl)CN1N=NC(=C1C)C(=O)NC=1C=C(C(=O)OC)C=C(C1)C(=O)NC (methyl 3-[({1-[(3,4-dichlorophenyl)methyl]-5-methyl-1H-1,2,3-triazol-4-yl}carbonyl)amino]-5-[(methylamino)carbonyl]benzoate), solution, [H-].[H-].[H-].[H-].[Li+].[Al+3] (LiAlH4), O (Water). Solvent: C1CCOC1 (THF), C1CCOC1 (THF). The product is ClC=1C=C(C=CC1Cl)CN1N=NC(=C1C)C(=O)NC1=CC(=CC(=C1)C(=O)NC)CO (1-[(3,4-Dichlorophenyl)methyl]-N-{3-(hydroxymethyl)-5-[(methylamino)carbonyl]phenyl}-5-methyl-1H-1,2,3-triazole-4-carboxamide), solid. The yield is 15.8%. RXN SMILES: [Cl:1][C:2]1[CH:3]=[C:4]([CH2:9][N:10]2[C:14]([CH3:15])=[C:13]([C:16]([NH:18][C:19]3[CH:20]=[C:21]([CH:26]=[C:27]([C:29]([NH:31][CH3:32])=[O:30])[CH:28]=3)[C:22](OC)=[O:23])=[O:17])[N:12]=[N:11]2)[CH:5]=[CH:6][C:7]=1[Cl:8].[H-].[H-].[H-].[H-].[Li+].[Al+3].O>C1COCC1>[Cl:1][C:2]1[CH:3]=[C:4]([CH2:9][N:10]2[C:14]([CH3:15])=[C:13]([C:16]([NH:18][C:19]3[CH:28]=[C:27]([C:29]([NH:31][CH3:32])=[O:30])[CH:26]=[C:21]([CH2:22][OH:23])[CH:20]=3)=[O:17])[N:12]=[N:11]2)[CH:5]=[CH:6][C:7]=1[Cl:8] |f:1.2.3.4.5.6|. Reported procedure: To a solution of methyl 3-[({1-[(3,4-dichlorophenyl)methyl]-5-methyl-1H-1,2,3-triazol-4-yl}carbonyl)amino]-5-[(methylamino)carbonyl]benzoate (intermediate 31) (0.206 g, 0.43 mmol) in THF (5 mL), was added a 1M solution of LiAlH4 in THF (0.65 mL, 1.5 eq.). The reaction was stirred at RT for one night. Water was added and the compound was extracted with AcOEt, dried over sodium sulfate and concentrated in vacuo. After trituration from hot methanol, filtration and dry, the title compound was obtain... Yields the product COC(=O)c1ccc(Nc2nc(NCc3ccc(O)cc3)nc(OCC(F)(F)F)n2)cc1. Reactants: C1CCOC1, CCOC(C)=O, CCN(C(C)C)C(C)C, COC(=O)c1ccc(Nc2nc(Cl)nc(OCC(F)(F)F)n2)cc1, NCc1ccc(O)cc1. As a reaction SMILES: [CH2:49]1[O:50][CH2:51][CH2:52][CH2:53]1.[CH3:43][CH2:44][O:45][C:46]([CH3:47])=[O:48].[CH:10]([N:11]([CH2:12][CH3:13])[CH:14]([CH3:15])[CH3:16])([CH3:17])[CH3:18].[Cl:19][c:20]1[n:21][c:22]([NH:32][c:33]2[cH:34][cH:35][c:36]([C:37](=[O:38])[O:39][CH3:40])[cH:41][cH:42]2)[n:23][c:24]([O:26][CH2:27][C:28]([F:29])([F:30])[F:31])[n:25]1.[NH2:1][CH2:2][c:3]1[cH:4][cH:5][c:6]([OH:9])[cH:7][cH:8]1>>[NH:1]([CH2:2][c:3]1[cH:4][cH:5][c:6]([OH:9])[cH:7][cH:8]1)[c:20]1[n:21][c:22]([NH:32][c:33]2[cH:34][cH:35][c:36]([C:37](=[O:38])[O:39][CH3:40])[cH:41][cH:42]2)[n:23][c:24]([O:26][CH2:27][C:28]([F:29])([F:30])[F:31])[n:25]1. Product: CC(=O)OCCN1CCN(C)C1=Nc1ccccc1N1CCOCC1. Starting materials: CC(=O)OCCN1CCN(C)C1=O, Nc1ccccc1N1CCOCC1, O=P(Cl)(Cl)Cl, c1ccccc1. RXN SMILES: [CH3:1][N:2]1[C:3](=[O:13])[N:4]([CH2:7][CH2:8][O:9][C:10]([CH3:11])=[O:12])[CH2:5][CH2:6]1.[NH2:14][c:15]1[c:16]([N:21]2[CH2:22][CH2:23][O:24][CH2:25][CH2:26]2)[cH:17][cH:18][cH:19][cH:20]1.[P:27]([Cl:28])([Cl:29])([Cl:30])=[O:31].[cH:32]1[cH:33][cH:34][cH:35][cH:36][cH:37]1>>[CH3:1][N:2]1[C:3](=[N:14][c:15]2[c:16]([N:21]3[CH2:22][CH2:23][O:24][CH2:25][CH2:26]3)[cH:17][cH:18][cH:19][cH:20]2)[N:4]([CH2:7][CH2:8][O:9][C:10]([CH3:11])=[O:12])[CH2:5][CH2:6]1. Starting materials: COC(=O)C1=CC=C(C=C1)C=1C([C@@H]2CC[C@]3([C@@]4(CC[C@@]5([C@@H]([C@H]4CC[C@@H]3[C@]2(CC1)C)[C@@H](CC5)C(=C)C)NCCN5CCN(CC5)C(=O)OC(C)(C)C)C)C)(C)C (tert-butyl 4-(2-(((1R,3aS,5aR,5bR,7aR,11aS,11bR,13aR,13bR)-9-(4-(methoxycarbonyl)phenyl)-5a,5b,8,8,11a-pentamethyl-1-(prop-1-en-2-yl)-2,3,3a,4,5,5a,5b,6,7,7a,8,11,11a,11b,12,13,13a,13b-octadecahydro-1H-cyclopenta[a]chrysen-3a-yl)amino)ethyl)piperazine-1-carboxylate), Cl (HCl). The solvent is C1CCOC1 (THF). Run at temperature 20 celsius, time 18 hour. Yields the product Cl.C[C@]12CC[C@@]3([C@@H]([C@H]2CC[C@@H]2[C@]4(CC=C(C([C@@H]4CC[C@@]12C)(C)C)C1=CC=C(C(=O)OC)C=C1)C)[C@@H](CC3)C(=C)C)NCCN3CCNCC3 (methyl 4-((1R,3aS,5aR,5bR,7aR,11aS,11bR,13aR,13bR)-5a,5b,8,8,11a-pentamethyl-3a-((2-(piperazin-1-yl)ethyl)amino)-1-(prop-1-en-2-yl)-2,3,3a,4,5,5a,5b,6,7,7a,8,11,11a,11b,12,13,13a,13b-octadecahydro-1H-cyclopenta[a]chrysen-9-yl)benzoate hydrochloride). Isolated yield 87.5%. Reaction SMILES: [CH3:1][O:2][C:3]([C:5]1[CH:10]=[CH:9][C:8]([C:11]2[C:12]([CH3:55])([CH3:54])[C@H:13]3[C@:26]([CH3:29])([CH2:27][CH:28]=2)[C@@H:25]2[C@:16]([CH3:53])([C@@:17]4([CH3:52])[C@H:22]([CH2:23][CH2:24]2)[C@H:21]2[C@H:30]([C:33]([CH3:35])=[CH2:34])[CH2:31][CH2:32][C@:20]2([NH:36][CH2:37][CH2:38][N:39]2[CH2:44][CH2:43][N:42](C(OC(C)(C)C)=O)[CH2:41][CH2:40]2)[CH2:19][CH2:18]4)[CH2:15][CH2:14]3)=[CH:7][CH:6]=1)=[O:4].[ClH:56]>C1COCC1>[ClH:56].[CH3:52][C@:17]12[C@@:16]3([CH3:53])[C@@H:25]([C@:26]4([CH3:29])[C@@H:13]([CH2:14][CH2:15]3)[C:12]([CH3:54])([CH3:55])[C:11]([C:8]3[CH:9]=[CH:10][C:5]([C:3]([O:2][CH3:1])=[O:4])=[CH:6][CH:7]=3)=[CH:28][CH2:27]4)[CH2:24][CH2:23][C@@H:22]1[C@H:21]1[C@H:30]([C:33]([CH3:35])=[CH2:34])[CH2:31][CH2:32][C@:20]1([NH:36][CH2:37][CH2:38][N:39]1[CH2:40][CH2:41][NH:42][CH2:43][CH2:44]1)[CH2:19][CH2:18]2 |f:3.4|. Reported procedure: A mixture of tert-butyl 4-(2-(((1R,3aS,5aR,5bR,7aR,11aS,11bR,13aR,13bR)-9-(4-(methoxycarbonyl)phenyl)-5a,5b,8,8,11a-pentamethyl-1-(prop-1-en-2-yl)-2,3,3a,4,5,5a,5b,6,7,7a,8,11,11a,11b,12,13,13a,13b-octadecahydro-1H-cyclopenta[a]chrysen-3a-yl)amino)ethyl)piperazine-1-carboxylate (150 mg, 0.198 mmol) and HCl (0.248 mL, 0.992 mmol) in THF (4 mL) was stirred at 20° C. for 18 hours. The reaction mixture was concentrated under reduced pressure to provide the desired product as brown solid (120 mg, 87%... Starting materials: CCOC(C)=O, FC(F)(F)c1cc(N=C=S)ccc1Cl, O=[N+]([O-])c1ccc(Sc2nc3ccccc3[nH]2)cc1. Product: FC(F)(F)c1cc(NC(=S)Nc2ccc(Sc3nc4ccccc4[nH]3)cc2)ccc1Cl. Reaction SMILES: [CH3:34][CH2:35][O:36][C:37](=[O:38])[CH3:39].[Cl:20][c:21]1[c:22]([C:30]([F:31])([F:32])[F:33])[cH:23][c:24]([N:27]=[C:28]=[S:29])[cH:25][cH:26]1.[N+:1]([O-:2])(=[O:3])[c:4]1[cH:5][cH:6][c:7]([S:10][c:11]2[nH:12][c:13]3[c:14]([n:15]2)[cH:16][cH:17][cH:18][cH:19]3)[cH:8][cH:9]1>>[NH:1]([c:4]1[cH:5][cH:6][c:7]([S:10][c:11]2[nH:12][c:13]3[c:14]([n:15]2)[cH:16][cH:17][cH:18][cH:19]3)[cH:8][cH:9]1)[C:28]([NH:27][c:24]1[cH:23][c:22]([C:30]([F:31])([F:32])[F:33])[c:21]([Cl:20])[cH:26][cH:25]1)=[S:29].